The task is: describe an organic reaction: reactants, conditions, products, and yield. This data is from the Open Reaction Database (ORD), a public repository of structured organic reaction records. Starting materials: C(C)(=O)OC[C@]12CCC(C=C1CC[C@H]1[C@@H]3CC=C[C@@]3(C)CC[C@H]21)=O (19-Acetoxyandrosta-4,16-dien-3-one), [OH-].[K+] (potassium hydroxide). Run in CO (methanol). Yields the product OC[C@]12CCC(C=C1CC[C@H]1[C@@H]3CC=C[C@@]3(C)CC[C@H]21)=O (19-Hydroxyandrosta-4,16-dien-3-one). RXN SMILES: C([O:4][CH2:5][C@@:6]12[C@@H:23]3[C@H:14]([C@H:15]4[C@@:19]([CH2:21][CH2:22]3)([CH3:20])[CH:18]=[CH:17][CH2:16]4)[CH2:13][CH2:12][C:11]1=[CH:10][C:9](=[O:24])[CH2:8][CH2:7]2)(=O)C.[OH-].[K+]>CO>[OH:4][CH2:5][C@@:6]12[C@@H:23]3[C@H:14]([C@H:15]4[C@@:19]([CH2:21][CH2:22]3)([CH3:20])[CH:18]=[CH:17][CH2:16]4)[CH2:13][CH2:12][C:11]1=[CH:10][C:9](=[O:24])[CH2:8][CH2:7]2 |f:1.2|. Procedure: 19-Acetoxyandrosta-4,16-dien-3-one (17) is treated with potassium hydroxide in methanol (i). Aqueous work-up is followed by extraction and purification to yield the alcohol (18). The reactants are NC(=O)N (Urea), NC=1C=C(C(=O)O)C=CC1 (m-aminobenzoic acid), Cl (HCl). Reagents/catalysts: CN(C=O)C (DMF). Run in O (Water), O (water). Reaction conditions: time 45 minute. The product is C(=O)(O)C=1C=C(C=CC1)NC(=O)N (1-(3-Carboxyphenyl)urea). Isolated yield 19.0%. Reaction SMILES: [NH2:1][C:2]([NH2:4])=[O:3].N[C:6]1[CH:7]=[C:8]([CH:12]=[CH:13][CH:14]=1)[C:9]([OH:11])=[O:10].Cl>CN(C)C=O.O>[C:9]([C:8]1[CH:7]=[C:6]([NH:1][C:2]([NH2:4])=[O:3])[CH:14]=[CH:13][CH:12]=1)([OH:11])=[O:10]. Procedure: Urea (17.5 g, 0.292 mol), m-aminobenzoic acid (Aldrich, 10.0 g, 0.073 mol), water (30 mL), and concentrated HCl (3 mL) were added to a 125-mL Erlenmeyer flask and boiled for 45 min. The brown suspension became a purple solution on boiling and a brown precipitate formed after 15 min. The pH of the solution was 7 after 45 min. The mixture was cooled on ice and a mauve solid was collected by filtration, slurried with water, and again collected by filtration. The solid was added to 50 mL boiling eth... Reactants: O=C([O-])[O-], O=C(Cl)c1ccncc1, Cl, [K+], [K+], C1CCOC1, Nc1nc2c(s1)Cc1ccccc1-2. The product is O=C(Nc1nc2c(s1)Cc1ccccc1-2)c1ccncc1. RXN SMILES: [C:14](=[O:15])([O-:16])[O-:17].[C:21]([c:22]1[cH:23][cH:24][n:25][cH:26][cH:27]1)(=[O:28])[Cl:29].[ClH:20].[K+:18].[K+:19].[O:30]1[CH2:31][CH2:32][CH2:33][CH2:34]1.[s:1]1[c:2]([NH2:13])[n:3][c:4]2[c:5]1[CH2:6][c:7]1[cH:8][cH:9][cH:10][cH:11][c:12]1-2>>[s:1]1[c:2]([NH:13][C:21]([c:22]2[cH:23][cH:24][n:25][cH:26][cH:27]2)=[O:28])[n:3][c:4]2[c:5]1[CH2:6][c:7]1[cH:8][cH:9][cH:10][cH:11][c:12]1-2. The reactants are FC=1C(=C(C(=O)NO)C=CC1F)O (3,4-difluoro-N,2-dihydroxybenzamide), FC=1C(=C(C(=O)NO)C=CC1F)O (3,4-difluoro-N,2-dihydroxybenzamide), C(=O)(C=1NC=CN1)C=1NC=CN1 (carbonyl diimidazole). Run in C1CCOC1 (THF). Product: FC1=C(C2=C(C(NO2)=O)C=C1)F (6,7-difluoro-1,2-benzisoxazol-3(2H)-one). Yield: 96.2%. As a reaction SMILES: [F:1][C:2]1[C:3]([OH:13])=[C:4]([CH:9]=[CH:10][C:11]=1[F:12])[C:5]([NH:7]O)=[O:6].C(C1NC=CN=1)(C1NC=CN=1)=O>C1COCC1>[F:12][C:11]1[CH:10]=[CH:9][C:4]2[C:5](=[O:6])[NH:7][O:13][C:3]=2[C:2]=1[F:1]. Procedure: A mixture of 3,4-difluoro-N,2-dihydroxybenzamide (Intermediate 527, 7.91 g, 41.8 mmol) and carbonyl diimidazole (13.6 g, 83.7 mmol) in THF (200 ml) was heated at reflux for 90 min. The mixture was partitioned between EtOAC and water and acidified with conc. HCl. The solution was extracted 3 times with EtOAc, each extract being washed with water and brine. Drying (MgSO4) of the combined extracts and removal of solvent gave 6.88 g of product as an off-white solid. Starting materials: C[O-].[Na+] (sodium methoxide), C(C1=CC=CC=C1)C=1OC(C(N1)=CO)=O (2-Benzyl-4-hydroxymethylene-5-oxazolone), Cl.COC(N)=N (O-Methylisourea hydrochloride), C(C)#N (Acetonitrile). Run in CO (methanol), O (Water). Conditions: temperature 80 celsius, time 8 hour. Product: COC=1NC(C(=CN1)NC(CC1=CC=CC=C1)=O)=O (2-methoxy-6-oxo-5-phenylacetylamino-1,6-dihydropyrimidine). Isolated yield 62.0%. RXN SMILES: Cl.[CH3:2][O:3][C:4](=[NH:6])[NH2:5].C[O-].[Na+].C(#N)C.[CH2:13]([C:20]1[O:21][C:22](=[O:27])[C:23](=[CH:25]O)[N:24]=1)[C:14]1[CH:19]=[CH:18][CH:17]=[CH:16][CH:15]=1>CO.O>[CH3:2][O:3][C:4]1[NH:5][C:22](=[O:27])[C:23]([NH:24][C:20](=[O:21])[CH2:13][C:14]2[CH:19]=[CH:18][CH:17]=[CH:16][CH:15]=2)=[CH:25][N:6]=1 |f:0.1,2.3|. Procedure: O-Methylisourea hydrochloride (0.11 g, 1.0 mmol) was dissolved in methanol (2 ml), and 28% sodium methoxide (0.19 g, 1.0 mmol) was added. Acetonitrile was added, and the mixture was concentrated. 2-Benzyl-4-hydroxymethylene-5-oxazolone (0.203 g, 1.00 mmol) was added, and the mixture was stirred overnight at 80° C. Water (3 ml) was added, and the mixture was stirred at room temperature for 1 hour. Then, the precipitate was collected by filtration and vacuum dried to give 2-methoxy-6-oxo-5-phenyla... Starting materials: C(C=C)N (allylamine), Rh(NBD)2, C1=CC=CC=2SC3=CC=CC=C3NC12 (phenothiazine), C(C)O[SiH](OCC)OCC (triethoxysilane). The product is NCCC[Si](OCC)(OCC)OCC (Aminopropyltriethoxysilane). The yield is 65.0%. Reaction SMILES: [CH2:1]([NH2:4])[CH:2]=[CH2:3].C1C2NC3C(=CC=CC=3)SC=2C=CC=1.[CH2:19]([O:21][SiH:22]([O:26][CH2:27][CH3:28])[O:23][CH2:24][CH3:25])[CH3:20]>>[NH2:4][CH2:1][CH2:2][CH2:3][Si:22]([O:26][CH2:27][CH3:28])([O:23][CH2:24][CH3:25])[O:21][CH2:19][CH3:20]. Reported procedure: 571 parts of allylamine, 0.38 part of [Rh(NBD)2 ](+). BF4(-) (note: NBD: Norbornadiene), 1.0 part of phenothiazine and 1640 parts of triethoxysilane were charged into a sealed tube and allowed to react in an oil bath for 2 hours at 130° C. Following cooling, the product was analyzed with gas chromatography. Aminopropyltriethoxysilane was produced at a yield of 65% and moreover, the ratio of γ:β isomer was 24:1. Reactants: CC(C)(C)OC(=O)N1CCC(O)CC1, C1CCOC1, CS(=O)(=O)c1ccc(-n2ncc3c(Cl)ncnc32)cc1, Clc1n[nH]c2cncnc12, [H-], [Na+]. Yields the product CC(C)(C)OC(=O)N1CCC(Oc2ncnc3c2cnn3-c2ccc(S(C)(=O)=O)cc2)CC1. RXN SMILES: [C:3]([CH3:4])([CH3:5])([CH3:6])[O:7][C:8](=[O:9])[N:10]1[CH2:11][CH2:12][CH:13]([OH:16])[CH2:14][CH2:15]1.[CH2:47]1[O:48][CH2:49][CH2:50][CH2:51]1.[Cl:17][c:18]1[c:19]2[c:20]([n:21][cH:22][n:23]1)[n:24](-[c:27]1[cH:28][cH:29][c:30]([S:33](=[O:34])(=[O:35])[CH3:36])[cH:31][cH:32]1)[n:25][cH:26]2.[Cl:37][c:38]1[c:39]2[n:40][cH:41][n:42][cH:43][c:44]2[nH:45][n:46]1.[H-:1].[Na+:2]>>[C:3]([CH3:4])([CH3:5])([CH3:6])[O:7][C:8](=[O:9])[N:10]1[CH2:11][CH2:12][CH:13]([O:16][c:18]2[c:19]3[c:20]([n:21][cH:22][n:23]2)[n:24](-[c:27]2[cH:28][cH:29][c:30]([S:33](=[O:34])(=[O:35])[CH3:36])[cH:31][cH:32]2)[n:25][cH:26]3)[CH2:14][CH2:15]1.